This data is from the Open Reaction Database (ORD), a public repository of structured organic reaction records. The task is: describe an organic reaction: reactants, conditions, products, and yield Starting materials: CCCC[N+](CCCC)(CCCC)CCCC, [F-], COc1c(O[Si](C)(C)C(C)(C)C)cc(F)c(F)c1C(=O)c1cnc(NC2CCN(S(C)(=O)=O)CC2)nc1N, C1CCOC1. Yields the product COc1c(O)cc(F)c(F)c1C(=O)c1cnc(NC2CCN(S(C)(=O)=O)CC2)nc1N. As a reaction SMILES: [CH3:40][CH2:41][CH2:42][CH2:43][N+:44]([CH2:45][CH2:46][CH2:47][CH3:48])([CH2:49][CH2:50][CH2:51][CH3:52])[CH2:53][CH2:54][CH2:55][CH3:56].[F-:39].[NH2:1][c:2]1[n:3][c:4]([NH:28][CH:29]2[CH2:30][CH2:31][N:32]([S:35](=[O:36])(=[O:37])[CH3:38])[CH2:33][CH2:34]2)[n:5][cH:6][c:7]1[C:8](=[O:9])[c:10]1[c:11]([O:26][CH3:27])[c:12]([O:18][Si:19]([C:20]([CH3:21])([CH3:22])[CH3:23])([CH3:24])[CH3:25])[cH:13][c:14]([F:17])[c:15]1[F:16].[O:57]1[CH2:58][CH2:59][CH2:60][CH2:61]1>>[NH2:1][c:2]1[n:3][c:4]([NH:28][CH:29]2[CH2:30][CH2:31][N:32]([S:35](=[O:36])(=[O:37])[CH3:38])[CH2:33][CH2:34]2)[n:5][cH:6][c:7]1[C:8](=[O:9])[c:10]1[c:11]([O:26][CH3:27])[c:12]([OH:18])[cH:13][c:14]([F:17])[c:15]1[F:16]. Starting materials: N#CBr (Cyanogen bromide), N1N=C(C2=CC=CC=C12)C12CCCC(CC1)N2C ((1H-indazol-3-yl)-8-methyl-8-azabicyclo[3.2.1 ]octane), C([O-])([O-])=O.[K+].[K+] (potassium carbonate), CN(C=O)C (dimethylforrnamide). The solvent is O (water). Conditions: time 3 hour. Yields the product C(#N)N1C2CC(CC1CC2)C2=NNC1=CC=CC=C21 (8-Cyano-3-(1H-Indazol-3-Yl)-8-Azabicyclo[3.2.1]Octane). As a reaction SMILES: [N:1]#[C:2]Br.[NH:4]1[C:12]2[C:7](=[CH:8][CH:9]=[CH:10][CH:11]=2)[C:6]([C:13]23N(C)[CH:17]([CH2:18][CH2:19]2)[CH2:16][CH2:15][CH2:14]3)=[N:5]1.C(=O)([O-])[O-].[K+].[K+].C[N:29](C)C=O>O>[C:2]([N:1]1[CH:15]2[CH2:16][CH2:17][CH:18]1[CH2:19][CH:13]([C:6]1[C:7]3[C:12](=[CH:11][CH:10]=[CH:9][CH:8]=3)[NH:4][N:5]=1)[CH2:14]2)#[N:29] |f:2.3.4|. Procedure: Cyanogen bromide (10 g) was added in one portion to a suspension of (1H-indazol-3-yl)-8-methyl-8-azabicyclo[3.2.1 ]octane (11 g) and potassium carbonate (12 g) in dimethylforrnamide (250 ml) at room temperature. The mixture was stirred for 3 hours after which it was diluted with water, and extracted with ethyl acetate (3×300 ml). The combined organic solution was washed with brine, dried over MgSO4, filtered and concentrated to leave 11 g of an oil. Crystallization from DCM:hexane provided 3.1 g... Starting materials: O1C(NC2=C1C=CC=C2)=O (2-benzoxazolinone), [O-]P(=O)([O-])[O-].[K+].[K+].[K+] (K3PO4), CNC1C(CCCC1)NC (1,2-bis(methylamino)cyclohexane), COC(=O)C=1C=C(C=C(C1)I)C1=CC=C(C=C1)C (5-Iodo-4′-methyl-biphenyl-3-carboxylic acid methyl ester). The reagents and catalysts are [Cu]I (CuI). Run in CN(C)C=O (DMF). Reaction conditions: temperature 110 celsius, time 8 hour. Yields the product COC(=O)C=1C=C(C=C(C1)N1C(OC2=C1C=CC=C2)=O)C2=CC=C(C=C2)C (4′-methyl-5-(2-oxo-benzooxazol-3-yl)-biphenyl-3-carboxylic acid methyl ester). As a reaction SMILES: [CH3:1][O:2][C:3]([C:5]1[CH:6]=[C:7]([C:12]2[CH:17]=[CH:16][C:15]([CH3:18])=[CH:14][CH:13]=2)[CH:8]=[C:9](I)[CH:10]=1)=[O:4].[O:19]1[C:23]2[CH:24]=[CH:25][CH:26]=[CH:27][C:22]=2[NH:21][C:20]1=[O:28].[O-]P([O-])([O-])=O.[K+].[K+].[K+].CNC1CCCCC1NC>CN(C=O)C.[Cu]I>[CH3:1][O:2][C:3]([C:5]1[CH:6]=[C:7]([C:12]2[CH:17]=[CH:16][C:15]([CH3:18])=[CH:14][CH:13]=2)[CH:8]=[C:9]([N:21]2[C:22]3[CH:27]=[CH:26][CH:25]=[CH:24][C:23]=3[O:19][C:20]2=[O:28])[CH:10]=1)=[O:4] |f:2.3.4.5|. Procedure details: 5-Iodo-4′-methyl-biphenyl-3-carboxylic acid methyl ester (200 mg, 0.57 mmol) was dissolved in DMF (3 mL) and 2-benzoxazolinone (270 mg, 2.0 mmol), K3PO4 (424 mg, 2.0 mmol), CuI (15 mg), and 1,2-bis(methylamino)cyclohexane (0.15 mL) were added. The reaction mixture was stirred at 110° C. overnight, then cooled to room temperature and partitioned between water and ethyl acetate. The organic layer was concentrated under reduced pressure and the residue was purified by preparative thin layer chromat... Starting materials: ClC(C1=CC=C(C=C1)C)P(OCC)(OCC)=O (diethyl 1-chloro-1-(4-tolyl)-methylphosphonate), C(=O)C1=CC=2C(CCC(C2C=C1)(C)C)(C)C (2-formyl-5,6,7,8-tetrahydro-5,5,8,8-tetramethylnapthalene), potassium tert.-butylate. Yields the product CC1(C=2C=CC(=CC2C(CC1)(C)C)C#CC1=CC=C(C=C1)C)C ((5,6,7,8-Tetrahydro-5,5,8,8-tetramethylnaphth-2-yl)-(4-tolyl)-acetylene). The yield is 55.8%. As a reaction SMILES: Cl[CH:2](P(=O)(OCC)OCC)[C:3]1[CH:8]=[CH:7][C:6]([CH3:9])=[CH:5][CH:4]=1.[CH:18]([C:20]1[CH:29]=[CH:28][C:27]2[C:26]([CH3:31])([CH3:30])[CH2:25][CH2:24][C:23]([CH3:33])([CH3:32])[C:22]=2[CH:21]=1)=O>>[CH3:30][C:26]1([CH3:31])[CH2:25][CH2:24][C:23]([CH3:33])([CH3:32])[C:22]2[CH:21]=[C:20]([C:18]#[C:2][C:3]3[CH:8]=[CH:7][C:6]([CH3:9])=[CH:5][CH:4]=3)[CH:29]=[CH:28][C:27]1=2. Procedure: Using a process similar to that described in Example 13, 61.4 g (0.22 mole) of diethyl 1-chloro-1-(4-tolyl)-methylphosphonate, 51.1 g (0.22 mole) of 2-formyl-5,6,7,8-tetrahydro-5,5,8,8-tetramethylnapthalene and 50 g (0.44 mole) of potassium tert.-butylate were reacted for 1 hour to give 37.1 g (56%) of the title compound of melting point 99° C., the reaction mixture being poured onto water and acidified, and the precipitated solid being filtered off under suction and recrystallized twice from me... The reactants are P(=O)(Cl)(Cl)Cl (phosphorus oxychloride), ClC1=CC=C(C=C1)C(C(NC(CCCCCC(C)C#N)=O)C1=CC=C(C=C1)Cl)=O ((RS)-1,2-bis(4-chlorophenyl)-2-(7-cyanooctanamido)ethanone). Solvent: C1(=CC=CC=C1)C (toluene). Reaction conditions: temperature 90 celsius. The product is ClC1=CC=C(C=C1)C=1N=C(OC1C1=CC=C(C=C1)Cl)CCCCCC(C#N)C ((RS)-7-[4,5-bis(4-chlorophenyl)-2-oxazolyl]-2-methylheptanenitrile). The yield is 91.8%. RXN SMILES: P(Cl)(Cl)(Cl)=O.[Cl:6][C:7]1[CH:12]=[CH:11][C:10]([C:13](=[O:34])[CH:14]([C:27]2[CH:32]=[CH:31][C:30]([Cl:33])=[CH:29][CH:28]=2)[NH:15][C:16](=O)[CH2:17][CH2:18][CH2:19][CH2:20][CH2:21][CH:22]([C:24]#[N:25])[CH3:23])=[CH:9][CH:8]=1>C1(C)C=CC=CC=1>[Cl:33][C:30]1[CH:29]=[CH:28][C:27]([C:14]2[N:15]=[C:16]([CH2:17][CH2:18][CH2:19][CH2:20][CH2:21][CH:22]([CH3:23])[C:24]#[N:25])[O:34][C:13]=2[C:10]2[CH:11]=[CH:12][C:7]([Cl:6])=[CH:8][CH:9]=2)=[CH:32][CH:31]=1. Procedure: 8 g of phosphorus oxychloride are added with stirring to a solution of 7.5 g (RS)-1,2-bis(4-chlorophenyl)-2-(7-cyanooctanamido)ethanone in 35 cm3 of toluene, and the mixture is heated to 90° C. for 6 hours. After treatment, the product obtained is chromatographed on a column 2.8 cm in diameter containing 110 g of silica gel (50 to 200μ). The column is eluted with 0.6 liter of diisopropyl ether, collecting 50 cm3 fractions. The fractions emerging at between 0.15 liter and 0.6 liter are concentrat... Reactants: OCCN1C(NCC1)=O (1-(2-hydroxyethyl)imidazolidin-2-one), S(=O)(Cl)Cl (thionyl chloride). Solvent: C(Cl)(Cl)Cl (chloroform). Yields the product ClCCN1C(NCC1)=O (1-(2-chloroethyl)imidazolidin-2-one). Reaction SMILES: O[CH2:2][CH2:3][N:4]1[CH2:8][CH2:7][NH:6][C:5]1=[O:9].S(Cl)([Cl:12])=O>C(Cl)(Cl)Cl>[Cl:12][CH2:2][CH2:3][N:4]1[CH2:8][CH2:7][NH:6][C:5]1=[O:9]. Reported procedure: A solution of 5.00 g (38.42 mmol) of 1-(2-hydroxyethyl)imidazolidin-2-one 44-1 and 3.82 mL (52.39 mmol) of thionyl chloride in 75 mL of chloroform was stirred at reflux for 4 hours. The reaction was concentrated in vacuo to an orange oil, which was redissolved in chloroform and washed twice with water. The organic layer was dried and reconcentrated to give the crude desired product as an orange solid. The solid was used as obtained from the reaction without further purification. Reactants: COC=1C=CC2=C(NCC(C(N2)=O)C)N1 (7-methoxy-3-methyl-4,5-dihydro-1H-pyrido[2,3-b][1,4]diazepin-2(3H)-one), COC=1C=CC(=CC1)P2(=S)SP(=S)(S2)C=3C=CC(=CC3)OC (Lawesson's Reagent). The solvent is O1CCCC1 (tetrahydrofuran). Reaction conditions: temperature 80 celsius, time 12 hour. Yields the product COC=1C=CC2=C(NCC(C(N2)=S)C)N1 (7-methoxy-3-methyl-4,5-dihydro-1H-pyrido[2,3-b][1,4]diazepine-2(3H)-thione). Yield: 61.9%. As a reaction SMILES: [CH3:1][O:2][C:3]1[CH:4]=[CH:5][C:6]2[NH:12][C:11](=O)[CH:10]([CH3:14])[CH2:9][NH:8][C:7]=2[N:15]=1.COC1C=CC(P2(SP(C3C=CC(OC)=CC=3)(=S)S2)=[S:25])=CC=1>O1CCCC1>[CH3:1][O:2][C:3]1[CH:4]=[CH:5][C:6]2[NH:12][C:11](=[S:25])[CH:10]([CH3:14])[CH2:9][NH:8][C:7]=2[N:15]=1. Procedure details: To a solution of 7-methoxy-3-methyl-4,5-dihydro-1H-pyrido[2,3-b][1,4]diazepin-2(3H)-one (2.7 g, 13.03 mmol) in anhydrous tetrahydrofuran (30 mL) was added Lawesson's Reagent (8.32 g, 20.60 mmol). The mixture was stirred at 80° C. for 12 hours. The reaction mixture was concentrated in vacuo and washed with brine (20 mL), and then the mixture was filtered through a celite pad. The filtrate was extracted with acetic ester (20 mL×3). The combined organic phase was dried by anhydrous sodium sulphate,...